From a dataset of the Open Reaction Database (ORD), a public repository of structured organic reaction records. describe an organic reaction: reactants, conditions, products, and yield The reactants are CCOC(=O)CC(=O)OCC, C1CCNCC1, Cc1ccccc1, O=C(O)c1ccccc1, O=Cc1cn(Cc2ccc(OCc3coc(-c4ccccc4)n3)cc2)nc1-c1cccs1. The product is CCOC(=O)C(Cc1cn(Cc2ccc(OCc3coc(-c4ccccc4)n3)cc2)nc1-c1cccs1)C(=O)OCC. Reaction SMILES: [C:33]([CH2:34][C:35](=[O:36])[O:37][CH2:38][CH3:39])(=[O:40])[O:41][CH2:42][CH3:43].[CH2:44]1[CH2:45][CH2:46][NH:47][CH2:48][CH2:49]1.[CH3:59][c:60]1[cH:61][cH:62][cH:63][cH:64][cH:65]1.[OH:50][C:51]([c:52]1[cH:53][cH:54][cH:55][cH:56][cH:57]1)=[O:58].[c:1]1(-[c:7]2[o:8][cH:9][c:10]([CH2:12][O:13][c:14]3[cH:15][cH:16][c:17]([CH2:18][n:19]4[n:20][c:21](-[c:26]5[s:27][cH:28][cH:29][cH:30]5)[c:22]([CH:24]=[O:25])[cH:23]4)[cH:31][cH:32]3)[n:11]2)[cH:2][cH:3][cH:4][cH:5][cH:6]1>>[c:1]1(-[c:7]2[o:8][cH:9][c:10]([CH2:12][O:13][c:14]3[cH:15][cH:16][c:17]([CH2:18][n:19]4[n:20][c:21](-[c:26]5[s:27][cH:28][cH:29][cH:30]5)[c:22]([CH2:24][CH:34]([C:33](=[O:40])[O:41][CH2:42][CH3:43])[C:35](=[O:36])[O:37][CH2:38][CH3:39])[cH:23]4)[cH:31][cH:32]3)[n:11]2)[cH:2][cH:3][cH:4][cH:5][cH:6]1. Starting materials: CC(=O)O, COC(=O)c1ccc(SC)c([N+](=O)[O-])c1, CCO, [Na+], [OH-], O. The product is CSc1ccc(C(=O)O)cc1[N+](=O)[O-]. RXN SMILES: [CH3:18][C:19](=[O:20])[OH:21].[CH3:1][S:2][c:3]1[c:4]([N+:13](=[O:14])[O-:15])[cH:5][c:6]([C:7](=[O:8])[O:9][CH3:10])[cH:11][cH:12]1.[CH3:22][CH2:23][OH:24].[Na+:17].[OH-:16].[OH2:25]>>[CH3:1][S:2][c:3]1[c:4]([N+:13](=[O:14])[O-:15])[cH:5][c:6]([C:7](=[O:8])[OH:9])[cH:11][cH:12]1. Reactants: C1CCCCC1 (cyclohexane), C(C)[Al](CC)CC (triethylaluminum), CBr (methyl bromide). The solvent is C(=O)=O (dry ice). The product is C(C)[Al](CC)CC.CBr (Triethylaluminum Methyl Bromide). RXN SMILES: C1CCCCC1.[CH2:7]([Al:9]([CH2:12][CH3:13])[CH2:10][CH3:11])[CH3:8].[CH3:14][Br:15]>C(=O)=O>[CH2:7]([Al:9]([CH2:12][CH3:13])[CH2:10][CH3:11])[CH3:8].[CH3:14][Br:15] |f:4.5|. Procedure: The oil isolated from the above preparation was charged into a Fisher-Porter pressure vessel containing 4.0 ml of cyclohexane. The oil settled to the bottom. To this mixture was added 3.0 ml (21.9 mmoles) triethylaluminum. The vessel was then charged with 40 g (400 mmoles) of methyl bromide and heated at 115° for 2 hours. The vessel was cooled in dry ice, then placed into the dry box. Excess gases were vented. Dissolved methyl bromide and ethyl bromide were slowly evaporated under a stream of ni... The reactants are NC1=C(C(=O)OC)C=C(C(=C1)OCC)OC (methyl 2-amino-4-ethoxy-5-methoxybenzoate), COC(N(C)C)OC (N,N-dimethylformamide dimethylacetal). The solvent is CN(C)C=O.CC(=O)N(C)C (DMF DMA). Conditions: temperature 100 celsius. Yields the product C(C)OC1=CC(=C(C(=O)OC)C=C1OC)N=CN(C)C (Methyl 4-ethoxy-5-methoxy-2-(dimethylaminomethyleneamino)benzoate). Yield: 97.1%. RXN SMILES: [NH2:1][C:2]1[CH:11]=[C:10]([O:12][CH2:13][CH3:14])[C:9]([O:15][CH3:16])=[CH:8][C:3]=1[C:4]([O:6][CH3:7])=[O:5].CO[CH:19](OC)[N:20]([CH3:22])[CH3:21]>CN(C=O)C.CC(N(C)C)=O>[CH2:13]([O:12][C:10]1[C:9]([O:15][CH3:16])=[CH:8][C:3]([C:4]([O:6][CH3:7])=[O:5])=[C:2]([N:1]=[CH:19][N:20]([CH3:22])[CH3:21])[CH:11]=1)[CH3:14] |f:2.3|. Procedure details: A mixture of 15.056 g (66.9 mmol) methyl 2-amino-4-ethoxy-5-methoxybenzoate and 14.1 ml (100 mmol) N,N-dimethylformamide dimethylacetal was heated to 100° C. under N2. At 4.5 hours added 4.7 ml (33.3 mmol) more DMF/DMA and removed heat at 5 hours. Stripped solvent, azeotroped with toluene, and dried in vacuo, giving 18.211 g of grey-brown solid: mass spectrum (electrospray m/e): M+H=281.3. The reactants are O=C([O-])C(O)C(O)C(=O)[O-], CC(C)C[AlH]CC(C)C, CO, Cc1ccccc1, CCOC(=O)c1cnc(NC2CC2c2ccccc2)c(Cl)c1, [K+], [Na+], C1CCOC1. The product is OCc1cnc(NC2CC2c2ccccc2)c(Cl)c1. Reaction SMILES: [C:34]([O-:35])(=[O:36])[CH:37]([CH:38]([C:39]([O-:40])=[O:41])[OH:42])[OH:43].[CH3:1][CH:2]([CH2:3][AlH:4][CH2:5][CH:6]([CH3:7])[CH3:8])[CH3:9].[CH3:32][OH:33].[CH3:46][c:47]1[cH:48][cH:49][cH:50][cH:51][cH:52]1.[Cl:10][c:11]1[c:12]([NH:22][CH:23]2[CH:24]([c:26]3[cH:27][cH:28][cH:29][cH:30][cH:31]3)[CH2:25]2)[n:13][cH:14][c:15]([C:16](=[O:17])[O:18][CH2:19][CH3:20])[cH:21]1.[K+:44].[Na+:45].[O:53]1[CH2:54][CH2:55][CH2:56][CH2:57]1>>[Cl:10][c:11]1[c:12]([NH:22][CH:23]2[CH:24]([c:26]3[cH:27][cH:28][cH:29][cH:30][cH:31]3)[CH2:25]2)[n:13][cH:14][c:15]([CH2:16][OH:17])[cH:21]1. The reactants are ClC1=C(C(=O)NC=2C(=NNC2)C2=NC3=C(N2)C=CC(=C3)CN3CCOCC3)C(=CC=C1)Cl (2,6-dichloro-N-[3-(5-morpholin-4-ylmethyl-1H-benzimidazol-2-yl)-1H-pyrazol-4-yl]-benzamide), NC=1C=C(C=CC1N)C(=O)N1CCOCC1 ((3,4-diamino-phenyl)-morpholin-4-yl-methanone). The product is ClC1=C(C(=O)NC=2C(=NNC2)C2=NC3=C(N2)C=CC(=C3)C(=O)N3CCOCC3)C(=CC=C1)Cl (2,6-dichloro-N-{3-[5-(morpholine-4-carbonyl)-1H-benzimidazol-2-yl]-1H-pyrazol-4-yl}-benzamide). As a reaction SMILES: [Cl:1][C:2]1[CH:31]=[CH:30][CH:29]=[C:28]([Cl:32])[C:3]=1[C:4]([NH:6][C:7]1[C:8]([C:12]2[NH:16][C:15]3[CH:17]=[CH:18][C:19]([CH2:21][N:22]4[CH2:27][CH2:26][O:25][CH2:24][CH2:23]4)=[CH:20][C:14]=3[N:13]=2)=[N:9][NH:10][CH:11]=1)=[O:5].NC1C=C(C(N2CCOCC2)=[O:42])C=CC=1N>>[Cl:32][C:28]1[CH:29]=[CH:30][CH:31]=[C:2]([Cl:1])[C:3]=1[C:4]([NH:6][C:7]1[C:8]([C:12]2[NH:16][C:15]3[CH:17]=[CH:18][C:19]([C:21]([N:22]4[CH2:23][CH2:24][O:25][CH2:26][CH2:27]4)=[O:42])=[CH:20][C:14]=3[N:13]=2)=[N:9][NH:10][CH:11]=1)=[O:5]. Reported procedure: The compound was prepared in a manner analogous to 2,6-dichloro-N-[3-(5-morpholin-4-ylmethyl-1H-benzimidazol-2-yl)-1H-pyrazol-4-yl]-benzamide (Example 94E), but using (3,4-diamino-phenyl)-morpholin-4-yl-methanone (Example 94B) to give 2,6-dichloro-N-{3-[5-(morpholine-4-carbonyl)-1H-benzimidazol-2-yl]-1H-pyrazol-4-yl}-benzamide (17 mg) as a beige solid. (LC/MS: Rt 2.98, [M+H]+ 485.13).